Dataset: the Open Reaction Database (ORD), a public repository of structured organic reaction records. Task: describe an organic reaction: reactants, conditions, products, and yield Reactants: ClC=1C=C(C(=O)OC)C=CC1C1C2=C(NCCS1)N(N=C2C2=NC=CC=C2)C (methyl 3-chloro-4-[1-methyl-3-(2-pyridyl)-4,6,7,8-tetrahydropyrazolo[3,4-e][1,4]thiazepin-4-yl]benzoate), NC=1C(=NC=CC1)C (3-amino-2-methylpyridine), C[Si](C)(C)[N-][Si](C)(C)C.[Li+] (lithium bis(trimethylsilyl)amide). Yields the product ClC=1C=C(C(=O)NC=2C(=NC=CC2)C)C=CC1C1C2=C(NCCS1)N(N=C2C2=NC=CC=C2)C (3-chloro-N-(2-methyl-3-pyridyl)-4-[1-methyl-3-(2-pyridyl)-4,6,7,8-tetrahydro-pyrazolo[3,4-e][1,4]thiazepin-4-yl]benzamide). Reaction SMILES: [Cl:1][C:2]1[CH:3]=[C:4]([CH:9]=[CH:10][C:11]=1[CH:12]1[S:18][CH2:17][CH2:16][NH:15][C:14]2[N:19]([CH3:28])[N:20]=[C:21]([C:22]3[CH:27]=[CH:26][CH:25]=[CH:24][N:23]=3)[C:13]1=2)[C:5]([O:7]C)=O.[NH2:29][C:30]1[C:31]([CH3:36])=[N:32][CH:33]=[CH:34][CH:35]=1.C[Si]([N-][Si](C)(C)C)(C)C.[Li+]>C1COCC1>[Cl:1][C:2]1[CH:3]=[C:4]([CH:9]=[CH:10][C:11]=1[CH:12]1[S:18][CH2:17][CH2:16][NH:15][C:14]2[N:19]([CH3:28])[N:20]=[C:21]([C:22]3[CH:27]=[CH:26][CH:25]=[CH:24][N:23]=3)[C:13]1=2)[C:5]([NH:29][C:30]1[C:31]([CH3:36])=[N:32][CH:33]=[CH:34][CH:35]=1)=[O:7] |f:2.3|. Isolated yield 8.8%. Run at temperature -40 celsius, time 30 minute. Procedure: To a mixture of methyl 3-chloro-4-[1-methyl-3-(2-pyridyl)-4,6,7,8-tetrahydropyrazolo[3,4-e][1,4]thiazepin-4-yl]benzoate (0.14 g, 0.34 mmol, Example #E.1) and 3-amino-2-methylpyridine (0.04 g, 0.37 mmol) in anhydrous THF (10 mL), was added lithium bis(trimethylsilyl)amide solution (1.3 mL, 1 M in THF, 1.3 mmol), at about −40° C. The resulting mixture was stirred for about 30 min, at about −40° C., and then quenched by the addition of water (10 mL) and ethyl acetate (130 mL). The layers were separ... Run in C1CCOC1 (THF). Yields the product CC(=O)OC1CSC(Oc2ccc(C)nc2-c2cccnc2)C(OC(C)=O)C1OC(C)=O. The reactants are CC(=O)OC1CSC(Oc2ccc(C)nc2I)C(OC(C)=O)C1OC(C)=O, OB(O)c1cccnc1. As a reaction SMILES: [C:1]([CH3:2])(=[O:3])[O:4][CH:5]1[CH:6]([O:7][c:8]2[c:9]([I:15])[n:10][c:11]([CH3:14])[cH:12][cH:13]2)[S:16][CH2:17][CH:18]([O:24][C:25]([CH3:26])=[O:27])[CH:19]1[O:20][C:21]([CH3:22])=[O:23].[n:28]1[cH:29][c:30]([B:34]([OH:35])[OH:36])[cH:31][cH:32][cH:33]1>>[C:1]([CH3:2])(=[O:3])[O:4][CH:5]1[CH:6]([O:7][c:8]2[c:9](-[c:30]3[cH:29][n:28][cH:33][cH:32][cH:31]3)[n:10][c:11]([CH3:14])[cH:12][cH:13]2)[S:16][CH2:17][CH:18]([O:24][C:25]([CH3:26])=[O:27])[CH:19]1[O:20][C:21]([CH3:22])=[O:23]. Starting materials: C1CCOC1, C=CCOC(=O)N1CC(O)CC1C(=O)OC. The product is C=CCOC(=O)N1CC(O)CC1CO. RXN SMILES: [CH2:17]1[O:18][CH2:19][CH2:20][CH2:21]1.[CH2:1]([CH:2]=[CH2:3])[O:4][C:5](=[O:6])[N:7]1[CH:8]([C:13](=[O:14])[O:15][CH3:16])[CH2:9][CH:10]([OH:12])[CH2:11]1>>[CH2:1]([CH:2]=[CH2:3])[O:4][C:5](=[O:6])[N:7]1[CH:8]([CH2:13][OH:14])[CH2:9][CH:10]([OH:12])[CH2:11]1. Reactants: C(C)(C)(C)[Li] (tert-butyllithium), BrC1=CC=C2C=CNC2=C1 (6-bromoindole), FC1=C(C=C(C(=O)N(C)OC)C=C1)S(N)(=O)=O (4-fluoro-N-methoxy-N-methyl-3-sulfamoyl-benzamide). The solvent is O1CCCC1 (tetrahydrofuran), O1CCCC1 (tetrahydrofuran). Conditions: temperature -50 celsius, time 3 hour. The product is FC1=C(C=C(C=C1)C(=O)C1=CC=C2C=CNC2=C1)S(=O)(=O)N (2-fluoro-5-(1H-indole-6-carbonyl)-benzenesulfonamide). RXN SMILES: Br[C:2]1[CH:10]=[C:9]2[C:5]([CH:6]=[CH:7][NH:8]2)=[CH:4][CH:3]=1.C([Li])(C)(C)C.[F:16][C:17]1[CH:28]=[CH:27][C:20]([C:21](N(OC)C)=[O:22])=[CH:19][C:18]=1[S:29](=[O:32])(=[O:31])[NH2:30]>O1CCCC1>[F:16][C:17]1[CH:28]=[CH:27][C:20]([C:21]([C:2]2[CH:10]=[C:9]3[C:5]([CH:6]=[CH:7][NH:8]3)=[CH:4][CH:3]=2)=[O:22])=[CH:19][C:18]=1[S:29]([NH2:30])(=[O:32])=[O:31]. Procedure details: A solution of 0.997 g of 6-bromoindole in tetrahydrofuran (20 mL) is cooled to −50° C. and treated by slow addition of 8.79 mL of tert-butyllithium (1.5 M in pentane). After 2 h at −50° C. the reaction mixture is treated with 0.4 g of 4-fluoro-N-methoxy-N-methyl-3-sulfamoyl-benzamide in tetrahydrofuran (10 mL), stirred for an additional 3 h at −50° C. and quenched by addition of 2 mL of saturated aqueous ammonium chloride. The reaction mixture is taken up in ethyl acetate, washed with a saturate... The reactants are BrCC1=NC=NC(=C1CCCC)C1=CC=CC=C1 (4-bromomethyl-5-butyl-6-phenyl-pyrimidine), O1CCOC2=C1C=CC(=C2)CNCC2=CC(=CC=C2)OCC ((2,3-dihydro-benzo[1,4]dioxin-6-ylmethyl)-(3-ethoxy-benzyl)-amine), C(=O)([O-])[O-].[K+].[K+] (K2CO3). Solvent: CC#N (CH3CN), C(Cl)Cl (CH2Cl2). Yields the product C(CCC)C=1C(=NC=NC1C1=CC=CC=C1)CN(CC1=CC(=CC=C1)OCC)CC1=CC2=C(OCCO2)C=C1 ((5-butyl-6-phenyl-pyrimidin-4-ylmethyl)-(2,3-dihydro-benzo[1,4]dioxin-6-ylmethyl)-(3-ethoxy-benzyl)-amine). Reaction SMILES: Br[CH2:2][C:3]1[C:8]([CH2:9][CH2:10][CH2:11][CH3:12])=[C:7]([C:13]2[CH:18]=[CH:17][CH:16]=[CH:15][CH:14]=2)[N:6]=[CH:5][N:4]=1.[O:19]1[C:24]2[CH:25]=[CH:26][C:27]([CH2:29][NH:30][CH2:31][C:32]3[CH:37]=[CH:36][CH:35]=[C:34]([O:38][CH2:39][CH3:40])[CH:33]=3)=[CH:28][C:23]=2[O:22][CH2:21][CH2:20]1.C([O-])([O-])=O.[K+].[K+]>CC#N.C(Cl)Cl>[CH2:9]([C:8]1[C:3]([CH2:2][N:30]([CH2:29][C:27]2[CH:26]=[CH:25][C:24]3[O:19][CH2:20][CH2:21][O:22][C:23]=3[CH:28]=2)[CH2:31][C:32]2[CH:37]=[CH:36][CH:35]=[C:34]([O:38][CH2:39][CH3:40])[CH:33]=2)=[N:4][CH:5]=[N:6][C:7]=1[C:13]1[CH:18]=[CH:17][CH:16]=[CH:15][CH:14]=1)[CH2:10][CH2:11][CH3:12] |f:2.3.4|. Procedure: A mixture of 4-bromomethyl-5-butyl-6-phenyl-pyrimidine (86 mg), (2,3-dihydro-benzo[1,4]dioxin-6-ylmethyl)-(3-ethoxy-benzyl)-amine (93 mg, 0.310 mmol), and K2CO3 (195 mg, 1.4 mmol) in CH3CN (2.0 mL) is stirred at reflux for 1 h and at room temperature for 16 hours. The reaction mixture is then diluted with CH2Cl2 and filtered. The filtrate is concentrated, and the residue purified by preparative TLC, developing with 2:1 hexanes-EtOAc (+0.5% Et3N). The band containing product affords pure (5-butyl...